This data is from the Open Reaction Database (ORD), a public repository of structured organic reaction records. The task is: describe an organic reaction: reactants, conditions, products, and yield Reactants: BrC1=CC2=C(N(C=N2)CC2=CC3=C(N=C(S3)N[C@H]3[C@@H](CCCC3)O)C=C2)C=C1 ((1R,2R)-2-((6-((5-bromo-1H-benzo[d]imidazol-1-yl)methyl)benzo[d]thiazol-2-yl)amino)cyclohexanol), C(CCC)[Sn](C(=C)OCC)(CCCC)CCCC (tributyl(1-ethoxyvinyl)tin). Reagents/catalysts: C=1C=CC(=CC1)/C=C/C(=O)/C=C/C2=CC=CC=C2.C=1C=CC(=CC1)/C=C/C(=O)/C=C/C2=CC=CC=C2.C=1C=CC(=CC1)/C=C/C(=O)/C=C/C2=CC=CC=C2.[Pd].[Pd] (tris(dibenzylideneacetone)dipalladium). The solvent is CC(=O)N(C)C (DMA). Conditions: temperature 110 celsius, time 12 hour. Product: O[C@H]1[C@@H](CCCC1)NC=1SC2=C(N1)C=CC(=C2)CN2C=NC1=C2C=CC(=C1)C(C)=O (1-(1-((2-(((1R,2R)-2-hydroxycyclohexyl)amino)benzo[d]thiazol-6-yl)methyl)-1H-benzo[d]imidazol-5-yl)ethanone). The yield is 7.9%. Reaction SMILES: Br[C:2]1[CH:28]=[CH:27][C:5]2[N:6]([CH2:9][C:10]3[CH:26]=[CH:25][C:13]4[N:14]=[C:15]([NH:17][C@@H:18]5[CH2:23][CH2:22][CH2:21][CH2:20][C@H:19]5[OH:24])[S:16][C:12]=4[CH:11]=3)[CH:7]=[N:8][C:4]=2[CH:3]=1.C([Sn](CCCC)(CCCC)[C:34]([O:36]CC)=[CH2:35])CCC>CC(N(C)C)=O.C1C=CC(/C=C/C(/C=C/C2C=CC=CC=2)=O)=CC=1.C1C=CC(/C=C/C(/C=C/C2C=CC=CC=2)=O)=CC=1.C1C=CC(/C=C/C(/C=C/C2C=CC=CC=2)=O)=CC=1.[Pd].[Pd]>[OH:24][C@@H:19]1[CH2:20][CH2:21][CH2:22][CH2:23][C@H:18]1[NH:17][C:15]1[S:16][C:12]2[CH:11]=[C:10]([CH2:9][N:6]3[C:5]4[CH:27]=[CH:28][C:2]([C:34](=[O:36])[CH3:35])=[CH:3][C:4]=4[N:8]=[CH:7]3)[CH:26]=[CH:25][C:13]=2[N:14]=1 |f:3.4.5.6.7|. Reported procedure: A stirred suspension of (1R,2R)-2-((6-((5-bromo-1H-benzo[d]imidazol-1-yl)methyl)benzo[d]thiazol-2-yl)amino)cyclohexanol (150 mg, 0.33 mmol) from Step 5 of Example 108 and tributyl(1-ethoxyvinyl)tin (177 mg, 0.5 mmol) in DMA (1.5 mL) was purged with a stream of argon for 5 min. To the mixture was added tetrakis(triphenylphosphine)palladium (0) (57 mg, 0.05 mmol) and argon was bubbled into the mixture for an additional 5 min. The reaction vessel was sealed and the mixture was heated at 110° C. for...